Dataset: the Open Reaction Database (ORD), a public repository of structured organic reaction records. Task: describe an organic reaction: reactants, conditions, products, and yield The yield is 71.0%. The reactants are CC1=NC=2N(C(=C1)C)N=C(N2)S(NC2=C(C=CC=C2OCCOCC)Cl)(=O)=O (5,7-dimethyl-2-(N-[2-chloro-6-(2-ethoxyethoxy)phenyl]-sulphamoyl)-1,2,4-triazolo[1,5-a]pyrimidine), [H-].[Na+] (sodium hydride), O1CCCC1 (tetrahydrofuran). Yields the product CC1=NC=2N(C(=C1)C)N=C(N2)S(N(C2=C(C=CC=C2OCCOCC)Cl)C)(=O)=O (5,7-dimethyl-2-(N-methyl-N-[2-chloro-6-(2-ethoxyethoxy)phenyl]-sulphamoyl)-1,2,4-triazolo[1,5-a]pyrimidine). Procedure details: 1.5g of 5,7-dimethyl-2-(N-[2-chloro-6-(2-ethoxyethoxy)phenyl]-sulphamoyl)-1,2,4-triazolo[1,5-a]pyrimidine (prepared using the procedures described in Preparation Example 1, Variant A, were stirred in dry tetrahydrofuran under dry nitrogen at ambient temperature. To the pale yellow solution was added 60% sodium hydride and a white floccular solid formed over 60 minutes. The tetrahydrofuran was removed and the sodium salt resuspended in dry dimethyl formamide. 0.5g of methyl iodide was added and t... Run at time 8 hour. As a reaction SMILES: [CH3:1][C:2]1[CH:7]=[C:6]([CH3:8])[N:5]2[N:9]=[C:10]([S:12](=[O:28])(=[O:27])[NH:13][C:14]3[C:19]([O:20][CH2:21][CH2:22][O:23][CH2:24][CH3:25])=[CH:18][CH:17]=[CH:16][C:15]=3[Cl:26])[N:11]=[C:4]2[N:3]=1.[H-].[Na+].O1CCC[CH2:32]1>>[CH3:1][C:2]1[CH:7]=[C:6]([CH3:8])[N:5]2[N:9]=[C:10]([S:12](=[O:28])(=[O:27])[N:13]([CH3:32])[C:14]3[C:19]([O:20][CH2:21][CH2:22][O:23][CH2:24][CH3:25])=[CH:18][CH:17]=[CH:16][C:15]=3[Cl:26])[N:11]=[C:4]2[N:3]=1 |f:1.2|. Run in CN(C=O)C (dimethylformamide). Reaction SMILES: [CH2:1]([O:3][C:4]1[N:13]=[C:12]2[C:7]([C:8](=[O:19])[C:9]([C:16]([OH:18])=O)=[CH:10][N:11]2[CH2:14][CH3:15])=[CH:6][CH:5]=1)[CH3:2].[NH2:20][C:21]1[NH:25][N:24]=[N:23][N:22]=1>CN(C)C=O>[CH2:1]([O:3][C:4]1[N:13]=[C:12]2[C:7]([C:8](=[O:19])[C:9]([C:16]([NH:20][C:21]3[NH:25][N:24]=[N:23][N:22]=3)=[O:18])=[CH:10][N:11]2[CH2:14][CH3:15])=[CH:6][CH:5]=1)[CH3:2]. Reported procedure: 7-Ethoxy-1-ethyl-1,4-dihydro-4-oxo-1,8-naphthyridine-3-carboxylic acid (2.0 g) and N,N'-carbonyldiimidazole (1.85 g) in dimethylformamide (40 ml) were stirred and heated to 100° for 7 hours. 5-Amino-1H-tetrazole (1.3 g) was added and the mixture heated at 100° for 1 hour and cooled. The solid was collected and dissolved in hot aqueous dimethylaminoethanol (20 ml, 5%). The hot solution was acidified with hydrochloric acid and the solid was filtered off, washed with water and dried, m.p. above 307... The reactants are C(C)OC1=CC=C2C(C(=CN(C2=N1)CC)C(=O)O)=O (7-Ethoxy-1-ethyl-1,4-dihydro-4-oxo-1,8-naphthyridine-3-carboxylic acid), N,N'-carbonyldiimidazole, NC1=NN=NN1 (5-Amino-1H-tetrazole). The product is C(C)OC1=CC=C2C(C(=CN(C2=N1)CC)C(=O)NC1=NN=NN1)=O (7-Ethoxy-1-ethyl-1,4-dihydro-4-oxo-N(1H-tetrazol-5-yl)-1,8-naphthyridine-3-carboxamide). Starting materials: ClCC([C@H](CC1=CC=CC=C1)NC(C1=CC=CC=C1)=O)=O ((S)-N-[3-chloro-2-oxo-1-(phenylmethyl)propyl]benzamide), Cl.N[C@@H](C)C(=O)OC(C)(C)C (L-alanine, 1,1-dimethylethyl ester, hydrochloride), C([O-])(O)=O.[Na+] (sodium bicarbonate), [I-].[Na+] (sodium iodide). Solvent: CCOCC (ether), CN(C=O)C (dimethylformamide). Reaction conditions: time 8 hour. The product is C(C1=CC=CC=C1)(=O)NC(C(CN[C@@H](C)C(=O)OC(C)(C)C)=O)CC1=CC=CC=C1 ((S)-N-[3-(benzoylamino)-2-oxo-4-phenylbutyl]-L-alanine, 1,1-dimethylethyl ester). Reaction SMILES: Cl[CH2:2][C:3](=[O:21])[C@@H:4]([NH:12][C:13](=[O:20])[C:14]1[CH:19]=[CH:18][CH:17]=[CH:16][CH:15]=1)[CH2:5][C:6]1[CH:11]=[CH:10][CH:9]=[CH:8][CH:7]=1.Cl.[NH2:23][C@H:24]([C:26]([O:28][C:29]([CH3:32])([CH3:31])[CH3:30])=[O:27])[CH3:25].C(=O)(O)[O-].[Na+].[I-].[Na+]>CN(C)C=O.CCOCC>[C:13]([NH:12][CH:4]([CH2:5][C:6]1[CH:11]=[CH:10][CH:9]=[CH:8][CH:7]=1)[C:3](=[O:21])[CH2:2][NH:23][C@H:24]([C:26]([O:28][C:29]([CH3:32])([CH3:31])[CH3:30])=[O:27])[CH3:25])(=[O:20])[C:14]1[CH:19]=[CH:18][CH:17]=[CH:16][CH:15]=1 |f:1.2,3.4,5.6|. Reported procedure: To a stirring solution of (S)-N-[3-chloro-2-oxo-1-(phenylmethyl)propyl]benzamide (10.0 g., 33.1 mmole) in dimethylformamide (80 ml.) is added L-alanine, 1,1-dimethylethyl ester, hydrochloride (6.0 g., 33.1 mmole), sodium bicarbonate (6.1 g., 72 mmole) and sodium iodide (4.9 g., 33.1 mmole). The resulting solution is stirred overnight at room temperature, poured into ether and washed with water (twice) and 10% sodium bicarbonate. The ether solution is extracted with 1N hydrochloric acid (3x), the... Starting materials: IC1=NC(=CC=C1OC)C(=O)O (2-iodo-3-methoxy-pyridine-6-carboxylic acid), IC (iodomethane). Product: COC(=O)C1=CC=C(C(=N1)I)OC (2-iodo-3-methoxypyridine-6-carboxylic acid methyl ester). Reaction SMILES: [I:1][C:2]1[C:7]([O:8][CH3:9])=[CH:6][CH:5]=[C:4]([C:10]([OH:12])=[O:11])[N:3]=1.I[CH3:14]>>[CH3:14][O:11][C:10]([C:4]1[N:3]=[C:2]([I:1])[C:7]([O:8][CH3:9])=[CH:6][CH:5]=1)=[O:12]. Procedure details: Under the conditions of example 1 D, 9.8 g of 2-iodo-3-methoxy-pyridine-6-carboxylic acid is reacted with 2.5 ml of iodomethane and worked up. 7.4 g of 2-iodo-3-methoxypyridine-6-carboxylic acid methyl ester of melting point 175°-178° C. is obtained.